This data is from the Open Reaction Database (ORD), a public repository of structured organic reaction records. The task is: describe an organic reaction: reactants, conditions, products, and yield Reactants: C(=O)C1C(C1)C(=O)OCC (ethyl 2-formyl-1-cyclopropanecarboxylate), C(#C)[Mg]Br (Ethynylmagnesium bromide). The solvent is O1CCCC1 (tetrahydrofuran). Conditions: temperature -70 celsius, time 1 hour. Yields the product OC(C#C)[C@H]1[C@@H](C1)C(=O)OCC ((trans)-ethyl 2-(-1-hydroxyprop-2-ynyl)cyclopropanecarboxylate). The yield is 100.0%. RXN SMILES: [CH:1]([CH:3]1[CH2:5][CH:4]1[C:6]([O:8][CH2:9][CH3:10])=[O:7])=[O:2].[C:11]([Mg]Br)#[CH:12]>O1CCCC1>[OH:2][CH:1]([C@@H:3]1[CH2:5][C@H:4]1[C:6]([O:8][CH2:9][CH3:10])=[O:7])[C:11]#[CH:12]. Procedure: A solution of ethyl 2-formyl-1-cyclopropanecarboxylate (predominately trans, 331 μL, 2.5 mmol) in tetrahydrofuran (5 mL) was cooled down to −70° C. Ethynylmagnesium bromide (0.5 M in tetrahydrofuran, 5 mL, 2.5 mmol) was added to the above solution under an atmosphere of nitrogen dropwise, and stirred at −70° C. for 1 h. The reaction was quenched with water, and extracted with ethyl acetate. The organic phase was washed with brine, dried over MgSO4, filtered and concentrated to get 419 mg of the ... Reactants: C[C@H]1COCC=2N1C1=C(C(=NC3=CC=CC=C13)N)N2 ((11S)-11-Methyl-10,11-dihydro-8H-[1,4]oxazino[4′,3′:1,2]imidazo[4,5-c]quinolin-6-amine), C(Cl)(Cl)Cl (CHCl3). Reagents/catalysts: [Pt]=O (Platinum oxide). Run in FC(C(=O)O)(F)F (trifluoroacetic acid). Run at time 2 day. Product: C[C@H]1COCC=2N1C1=C(C(=NC=3CCCCC13)N)N2 ((11S)-11-methyl-2,3,4,8,10,11-hexahydro-1H-[1,4]oxazino[4′,3′:1,2]imidazo[4,5-c]quinolin-6-amine). The yield is 49.6%. Reaction SMILES: [CH3:1][C@@H:2]1[N:7]2[C:8]3[C:17]4[C:12](=[CH:13][CH:14]=[CH:15][CH:16]=4)[N:11]=[C:10]([NH2:18])[C:9]=3[N:19]=[C:6]2[CH2:5][O:4][CH2:3]1.C(Cl)(Cl)Cl>FC(F)(F)C(O)=O.[Pt]=O>[CH3:1][C@@H:2]1[N:7]2[C:8]3[C:17]4[CH2:16][CH2:15][CH2:14][CH2:13][C:12]=4[N:11]=[C:10]([NH2:18])[C:9]=3[N:19]=[C:6]2[CH2:5][O:4][CH2:3]1. Procedure details: (11S)-11-Methyl-10,11-dihydro-8H-[1,4]oxazino[4′,3′:1,2]imidazo[4,5-c]quinolin-6-amine (1.13 g, 4.45 mmol) was dissolved in 20 mL of trifluoroacetic acid and the solution was placed in a pressure bottle. Platinum oxide (1.34 g) was then added and the reaction mixture was shaken under H2 at 50 PSI (3.4×105 Pa). After 2 days, the reaction mixture was filtered through a pad of CELITE filter agent. The pad was rinsed with 1,2-dichloroethane and the combined filtrates were concentrated under reduced ... Starting materials: Cl (HCl), O1CCOCC1 (1,4-dioxane), COC=1C=NC=C(C1C(CCCCC(=O)OC)NS(=O)C(C)(C)C)OC (methyl 6-(3,5-dimethoxypyridin-4-yl)-6-(1,1-dimethylethylsulfinamido)hexanoate). Run in CO (MeOH). Reaction conditions: temperature 0 celsius, time 10 minute. The product is NC(CCCCC(=O)OC)C1=C(C=NC=C1OC)OC (methyl 6-amino-6-(3,5-dimethoxypyridin-4-yl)hexanoate). As a reaction SMILES: [CH3:1][O:2][C:3]1[CH:4]=[N:5][CH:6]=[C:7]([O:25][CH3:26])[C:8]=1[CH:9]([NH:18]S(C(C)(C)C)=O)[CH2:10][CH2:11][CH2:12][CH2:13][C:14]([O:16][CH3:17])=[O:15].Cl.O1CCOCC1>CO>[NH2:18][CH:9]([C:8]1[C:3]([O:2][CH3:1])=[CH:4][N:5]=[CH:6][C:7]=1[O:25][CH3:26])[CH2:10][CH2:11][CH2:12][CH2:13][C:14]([O:16][CH3:17])=[O:15]. Procedure: A cooled (0° C.) yellow solution of methyl 6-(3,5-dimethoxypyridin-4-yl)-6-(1,1-dimethylethylsulfinamido)hexanoate (506 mg; 1.30 mmol) in MeOH (9 ml) was treated dropwise with a solution of 4 M HCl in 1,4-dioxane (0.65 ml; 2.60 mmol). The resulting yellow mixture was further stirred at 0° C., under nitrogen, for 10 min., and then at rt for 1 h. The reaction mixture was then concentrated to dryness under reduced pressure and the yellow oily residue was further dried under HV to give the chlorhydr... Reactants: Cc1ccc(N2CCN(C(=O)c3ccc(Br)cc3F)CC2)nc1, CC1COC(=O)N1. The product is Cc1ccc(N2CCN(C(=O)c3ccc(N4C(=O)OCC4C)cc3F)CC2)nc1. Reaction SMILES: [Br:1][c:2]1[cH:3][c:4]([F:23])[c:5]([C:8](=[O:9])[N:10]2[CH2:11][CH2:12][N:13]([c:16]3[n:17][cH:18][c:19]([CH3:22])[cH:20][cH:21]3)[CH2:14][CH2:15]2)[cH:6][cH:7]1.[CH3:24][CH:25]1[NH:26][C:27](=[O:30])[O:28][CH2:29]1>>[c:2]1([N:26]2[CH:25]([CH3:24])[CH2:29][O:28][C:27]2=[O:30])[cH:3][c:4]([F:23])[c:5]([C:8](=[O:9])[N:10]2[CH2:11][CH2:12][N:13]([c:16]3[n:17][cH:18][c:19]([CH3:22])[cH:20][cH:21]3)[CH2:14][CH2:15]2)[cH:6][cH:7]1. The reactants are CO (methanol), Cl (hydrochloric acid), Cl.Cl.C1(CCCCC1)CNC(=N)NC(=N)NCCCCCCCC (N1-cyclohexylmethyl-N5-octyl-biguanide dihydrochloride), CC(=O)C (acetone). Yields the product C(C)(=O)O.C(CCCCCCC)NC=1NC(=NC(N1)(C)C)NCC1CCCCC1 (4-Octylamino-2-cyclohexylmethylamino-3,6-dihydro-6,6-dimethyl-1,3,5-triazine acetate). RXN SMILES: C[OH:2].Cl.Cl.Cl.[CH:6]1([CH2:12][NH:13][C:14]([NH:16][C:17]([NH:19][CH2:20][CH2:21][CH2:22][CH2:23][CH2:24][CH2:25][CH2:26][CH3:27])=[NH:18])=[NH:15])[CH2:11][CH2:10][CH2:9][CH2:8][CH2:7]1.[CH3:28][C:29]([CH3:31])=[O:30]>>[C:29]([OH:2])(=[O:30])[CH3:31].[CH2:20]([NH:19][C:17]1[NH:16][C:14]([NH:13][CH2:12][CH:6]2[CH2:7][CH2:8][CH2:9][CH2:10][CH2:11]2)=[N:15][C:29]([CH3:31])([CH3:28])[N:18]=1)[CH2:21][CH2:22][CH2:23][CH2:24][CH2:25][CH2:26][CH3:27] |f:2.3.4,6.7|. Procedure details: 100 ml of methanol, 80 ml of acetone and 0.6 ml of concentrated hydrochloric acid were added to 9.0 g (23.5 mmol) of N1-cyclohexylmethyl-N5-octyl-biguanide dihydrochloride. The mixture was refluxed for 21 hours, and the solvent was distilled off under reduced pressure. To the residue were added 120 ml of ethanol, 80 ml of water, and 9.5 ml of 5N sodium hydroxide, and the mixture was refluxed for 1 hour, concentrated under reduced pressure, and extracted with methyl ethyl ketone. The extract was ...